This data is from the Open Reaction Database (ORD), a public repository of structured organic reaction records. The task is: describe an organic reaction: reactants, conditions, products, and yield The reactants are ClC=1C=C(CN2C(=O)N(C(=O)C=C2NN)CCC)C=CC1 (1-(3-chlorobenzyl)-6-hydrazino-3-propyluracil), CN=C=S (methyl isothiocyanate), CO (methanol). Solvent: CN(C)C=O (DMF). Product: ClC=1C=C(CN2C(N(C(C3=C2NN=C3NC)=O)CCC)=O)C=CC1 (7-(3-Chlorobenzyl)-3-methylamino-5-propylpyrazolo[3,4-d]pyrimidine-4,6(5H,7H)-dione). Reaction SMILES: [Cl:1][C:2]1[CH:3]=[C:4]([CH:19]=[CH:20][CH:21]=1)[CH2:5][N:6]1[C:13]([NH:14][NH2:15])=[CH:12][C:10](=[O:11])[N:9]([CH2:16][CH2:17][CH3:18])[C:7]1=[O:8].[CH3:22][N:23]=[C:24]=S.CO>CN(C=O)C>[Cl:1][C:2]1[CH:3]=[C:4]([CH:19]=[CH:20][CH:21]=1)[CH2:5][N:6]1[C:13]2[NH:14][N:15]=[C:22]([NH:23][CH3:24])[C:12]=2[C:10](=[O:11])[N:9]([CH2:16][CH2:17][CH3:18])[C:7]1=[O:8]. Reported procedure: A solution of 1-(3-chlorobenzyl)-6-hydrazino-3-propyluracil (3.0 g, 9.6 mM) and methyl isothiocyanate (2.2 ml, 32 mM) in DMF (30 ml) was heated at 120° C. for 27 hours. To the solution was added 50% methanol (10 ml) and the mixture was cooled to give crystals. Recrystallization from DMF/methanol afforded colorless crystals (1.22 g, 36%), m.p. 263°-265° C. Reactants: COCCCCOc1ccc(C2(O)CCN(c3ccc(N4CCN(C(=O)OCc5ccccc5)CC4)cc3)CC2)cc1, CO, ClCCl, [Na+], [OH-], O=C(O)C(F)(F)F. Yields the product COCCCCOc1ccc(C2=CCN(c3ccc(N4CCN(C(=O)OCc5ccccc5)CC4)cc3)CC2)cc1. RXN SMILES: [CH2:1]([c:2]1[cH:3][cH:4][cH:5][cH:6][cH:7]1)[O:8][C:9](=[O:10])[N:11]1[CH2:12][CH2:13][N:14]([c:17]2[cH:18][cH:19][c:20]([N:23]3[CH2:24][CH2:25][C:26]([c:29]4[cH:30][cH:31][c:32]([O:35][CH2:36][CH2:37][CH2:38][CH2:39][O:40][CH3:41])[cH:33][cH:34]4)([OH:42])[CH2:27][CH2:28]3)[cH:21][cH:22]2)[CH2:15][CH2:16]1.[CH3:52][OH:53].[Cl:54][CH2:55][Cl:56].[Na+:51].[OH-:50].[OH:43][C:44]([C:45]([F:46])([F:47])[F:48])=[O:49]>>[CH2:1]([c:2]1[cH:3][cH:4][cH:5][cH:6][cH:7]1)[O:8][C:9](=[O:10])[N:11]1[CH2:12][CH2:13][N:14]([c:17]2[cH:18][cH:19][c:20]([N:23]3[CH2:24][CH:25]=[C:26]([c:29]4[cH:30][cH:31][c:32]([O:35][CH2:36][CH2:37][CH2:38][CH2:39][O:40][CH3:41])[cH:33][cH:34]4)[CH2:27][CH2:28]3)[cH:21][cH:22]2)[CH2:15][CH2:16]1.